The task is: describe an organic reaction: reactants, conditions, products, and yield. This data is from the Open Reaction Database (ORD), a public repository of structured organic reaction records. Starting materials: CCC(C)=O, COS(=O)(=O)OC, [Na+], [OH-], CN(C)S(=O)(=O)c1cccc2c1Sc1ccc(O)cc1N2. Product: COc1ccc2c(c1)Nc1cccc(S(=O)(=O)N(C)C)c1S2. Reaction SMILES: [CH2:31]([C:32]([CH3:33])=[O:34])[CH3:35].[CH3:1][O:2][S:3]([O:4][CH3:5])(=[O:6])=[O:7].[Na+:30].[OH-:29].[OH:8][c:9]1[cH:10][c:11]2[c:20]([cH:21][cH:22]1)[S:19][c:18]1[c:13]([cH:14][cH:15][cH:16][c:17]1[S:23]([N:24]([CH3:25])[CH3:26])(=[O:27])=[O:28])[NH:12]2>>[CH3:1][O:8][c:9]1[cH:10][c:11]2[c:20]([cH:21][cH:22]1)[S:19][c:18]1[c:13]([cH:14][cH:15][cH:16][c:17]1[S:23]([N:24]([CH3:25])[CH3:26])(=[O:27])=[O:28])[NH:12]2. The reactants are C(#N)C(C#N)CC(C)=O (2-cyano-4-oxopentanenitrile), Cl.CNC (dimethylamine hydrochloride), CO (methanol). Yields the product COC=1NC(=CC1C#N)C (2-Methoxy-3-cyano-5-methylpyrrole). Reaction SMILES: [C:1]([CH:3]([CH2:6][C:7](=O)[CH3:8])[C:4]#[N:5])#[N:2].Cl.CNC.[CH3:14][OH:15]>>[CH3:14][O:15][C:1]1[NH:2][C:7]([CH3:8])=[CH:6][C:3]=1[C:4]#[N:5] |f:1.2|. Reported procedure: A solution of 2-cyano-4-oxopentanenitrile (2.75 g) and dimethylamine hydrochloride (16.25 g) in 100 ml of methanol was heated at reflux for 24 h. The mixture was cooled to room temperature and the solvents were removed under reduced pressure. The residue was dissolved in 50 ml of H2O and extracted with EtOAc. The organic extracts were dried over Na2SO4. Silica gel chromatography afforded a white solid (0.8 g), m.p. 105° C. The reactants are COc1ccc2c(c1)C(O)(CNCc1ccccc1)CCC2, CO, O=C[O-], Cl, [NH4+]. Product: COc1ccc2c(c1)C(O)(CN)CCC2. RXN SMILES: [CH2:2]([c:3]1[cH:4][cH:5][cH:6][cH:7][cH:8]1)[NH:9][CH2:10][C:11]1([OH:23])[CH2:12][CH2:13][CH2:14][c:15]2[cH:16][cH:17][c:18]([O:21][CH3:22])[cH:19][c:20]21.[CH3:28][OH:29].[CH:24]([O-:25])=[O:26].[ClH:1].[NH4+:27]>>[NH2:9][CH2:10][C:11]1([OH:23])[CH2:12][CH2:13][CH2:14][c:15]2[cH:16][cH:17][c:18]([O:21][CH3:22])[cH:19][c:20]21. Reactants: BrC1=C(C=C(C=C1)[N+](=O)[O-])N (2-Bromo-5-nitro-phenylamine), C1(CCCCC1)P(C1=C(C=CC=C1)C1=C(C=C(C=C1C(C)C)C(C)C)C(C)C)C1CCCCC1 (2-dicyclohexylphosphino-2′,4′,6′-triisopropylbiphenyl), COC(CC#CC(C)(C)C)OC (1,1-Dimethoxy-5,5-dimethyl-hex-3-yne), C1(CCCCC1)N(C)C1CCCCC1 (dicyclohexyl-methyl-amine). Reagents/catalysts: C=1C=CC(=CC1)/C=C/C(=O)/C=C/C2=CC=CC=C2.C=1C=CC(=CC1)/C=C/C(=O)/C=C/C2=CC=CC=C2.C=1C=CC(=CC1)/C=C/C(=O)/C=C/C2=CC=CC=C2.[Pd].[Pd] (Pd2(dba)3). Solvent: CN(C=O)C (N,N-dimethylformamide). Reaction conditions: temperature 100 celsius, time 24 hour. Yields the product C(C)(C)(C)C=1NC2=CC(=CC=C2C1CC(OC)OC)[N+](=O)[O-] (2-tert-butyl-3-(2,2-dimethoxy-ethyl)-6-nitro-1H-indole). Isolated yield 17.0%. RXN SMILES: Br[C:2]1[CH:7]=[CH:6][C:5]([N+:8]([O-:10])=[O:9])=[CH:4][C:3]=1[NH2:11].C1(P(C2CCCCC2)C2C=CC=CC=2C2C(C(C)C)=CC(C(C)C)=CC=2C(C)C)CCCCC1.[CH3:46][O:47][CH:48]([O:56][CH3:57])[CH2:49][C:50]#[C:51][C:52]([CH3:55])([CH3:54])[CH3:53].C1(N(C2CCCCC2)C)CCCCC1>C1C=CC(/C=C/C(/C=C/C2C=CC=CC=2)=O)=CC=1.C1C=CC(/C=C/C(/C=C/C2C=CC=CC=2)=O)=CC=1.C1C=CC(/C=C/C(/C=C/C2C=CC=CC=2)=O)=CC=1.[Pd].[Pd].CN(C)C=O>[C:52]([C:51]1[NH:11][C:3]2[C:2]([C:50]=1[CH2:49][CH:48]([O:56][CH3:57])[O:47][CH3:46])=[CH:7][CH:6]=[C:5]([N+:8]([O-:10])=[O:9])[CH:4]=2)([CH3:55])([CH3:53])[CH3:54] |f:4.5.6.7.8|. Procedure details: 2-Bromo-5-nitro-phenylamine (4.9 g, 22.6 mol), Pd2(dba)3 (207 mg, 0.226 mmol), and 2-dicyclohexylphosphino-2′,4′,6′-triisopropylbiphenyl (431 mg, 0.904 mmol) was added in a dry 500 mL round-bottom flask. The flask was evacuated and purged with nitrogen three times. 1,1-Dimethoxy-5,5-dimethyl-hex-3-yne (4.61 g, 27.1 mmol), dicyclohexyl-methyl-amine (14.5 mL, 67.8 mmol) and N,N-dimethylformamide (56.5 mL) was added. The reaction mixture was stirred at 100° C. for 24 h, cooled to room temperature, ... Yield: 31.0%. Yields the product ClC=1C=C(SC1)C(=O)N (4-Chloro-2-thiophene carboxamide). Conditions: temperature 28 celsius, time 1.25 hour. RXN SMILES: [OH-].[K+].[Cl:3][C:4]1[CH:5]=[C:6]([C:9]#[N:10])[S:7][CH:8]=1.[O-:11]S([O-])(=O)=O.[Na+].[Na+].C>CCOC(C)=O.CCO.O>[Cl:3][C:4]1[CH:5]=[C:6]([C:9]([NH2:10])=[O:11])[S:7][CH:8]=1 |f:0.1,3.4.5|. Procedure: Equip a 12-L reaction flask with a cooling bath, air stirrer, and thermometer probe and charge with KOH (288.6 g, 5.143 moles) and water (6.04 L) to form a solution that exotherms to about 31° C. Allow the solution to cool to about 28° C., and charge the mixture with 4-chloro-2-thiophene carbonitrile (671.3 g, 4.675 moles) (a small amount of solids are undissolved). Add EtOH (675 mL), at which time a gradual exotherm occurs and continues over 1-1.5 h to about 38° C. Stir the reaction at ambient ... Solvent: CCOC(=O)C (EtOAc), CCO (EtOH), O (water). Reactants: 12-L, [O-]S(=O)(=O)[O-].[Na+].[Na+] (Na2SO4), C (charcoal), ClC=1C=C(SC1)C#N (4-chloro-2-thiophene carbonitrile), [OH-].[K+] (KOH). Starting materials: C(C(=O)Cl)(=O)Cl (Oxalyl chloride), C(C)(C)OCC(=O)O (isopropoxyacetic acid), acid chloride, C(C)(C)(C)C1=CC=C(C=C1)S(=O)(=O)NC1=C(C=C(C=C1)Cl)C(=O)NN (4-tert-butyl-N-(4-chloro-2-hydrazinocarbonyl-phenyl)-benzenesulfonamide). The solvent is ClCCl (dichloromethane), C1CCOC1 (THF). Conditions: time 2 hour. The product is C(C)(C)(C)C1=CC=C(C=C1)S(=O)(=O)NC1=C(C=C(C=C1)Cl)C(=O)NNC(COC(C)C)=O (4-tert-butyl-N-{4-chloro-2-[N′-(2-isopropoxy-acetyl)-hydrazinocarbonyl]-phenyl}-benzenesulfonamide). RXN SMILES: C(Cl)(=O)C(Cl)=O.[CH:7]([O:10][CH2:11][C:12]([OH:14])=O)([CH3:9])[CH3:8].[C:15]([C:19]1[CH:24]=[CH:23][C:22]([S:25]([NH:28][C:29]2[CH:34]=[CH:33][C:32]([Cl:35])=[CH:31][C:30]=2[C:36]([NH:38][NH2:39])=[O:37])(=[O:27])=[O:26])=[CH:21][CH:20]=1)([CH3:18])([CH3:17])[CH3:16]>ClCCl.C1COCC1>[C:15]([C:19]1[CH:24]=[CH:23][C:22]([S:25]([NH:28][C:29]2[CH:34]=[CH:33][C:32]([Cl:35])=[CH:31][C:30]=2[C:36]([NH:38][NH:39][C:12](=[O:14])[CH2:11][O:10][CH:7]([CH3:8])[CH3:9])=[O:37])(=[O:26])=[O:27])=[CH:21][CH:20]=1)([CH3:18])([CH3:16])[CH3:17]. Procedure details: Oxalyl chloride (0.19 mL, 2.20 mmol) was added to a solution of isopropoxyacetic acid (200 mg, 1.69 mmol) in dichloromethane (17 mL) and stirred at room temperature for 2 hours. The reaction was concentrated and 3 mL of THF was added. The acid chloride solution was subsequently slowly added to a solution of 4-tert-butyl-N-(4-chloro-2-hydrazinocarbonyl-phenyl)-benzenesulfonamide (645 mg, 1.69 mmol) in 10 mL of THF at 0° C. After the reaction was stirred for 1 h, it was quenched with water and dil... Starting materials: CN (methylamine), [Cl-].[Na+] (sodium chloride), C([C@@H](O)C1=CC=CC=C1)(=O)OC (methyl (S)-mandelate), Cl (hydrochloric acid). Product: C([C@@H](O)C1=CC=CC=C1)(=O)N ((S)-mandelamide). RXN SMILES: C[NH2:2].[C:3]([O:13]C)(=O)[C@H:4]([C:6]1[CH:11]=[CH:10][CH:9]=[CH:8][CH:7]=1)[OH:5].Cl.[Cl-].[Na+]>>[C:3]([NH2:2])(=[O:13])[C@H:4]([C:6]1[CH:11]=[CH:10][CH:9]=[CH:8][CH:7]=1)[OH:5] |f:3.4|. Procedure: To a solution of methylamine (40% in water, 3.8 equivalents) is added, at ambient temperature, methyl (S)-mandelate (1.0 equivalent; commercially available), while keeping the temperature below 30° C. and stirred at ambient temperature until full conversion is achieved. After neutralisation with aqueous hydrochloric acid the aqueous solution is saturated with sodium chloride and extracted several times with dichloromethane. The organic layers are combined and the water is removed by azeotropic d... The solvent is C(C)(=O)O (acetic acid). Reactants: C(C)(=O)OCC (ethyl acetate), NC1=C(C=NN1)C#N (5-amino-1H-pyrazole-4-carbonitrile), CN(C=CC(=O)C=1C=CC(=C(C1)N(C(C)=O)C)Cl)C (N-[5-(3-dimethylamino-acryloyl)-2-chloro-phenyl]-N-methyl-acetamide). Procedure: A mixture of 0.046 g (0.43 mmol) of 5-amino-1H-pyrazole-4-carbonitrile and 0.120 g (0.43 mmol) of N-[5-(3-dimethylamino-acryloyl)-2-chloro-phenyl]-N-methyl-acetamide in 10 mL of glacial acetic acid was refluxed for 2.5 hours and then the solvent was removed by reduced pressure distillation. To the resulting residue were added 15 mL of dichloromethane and 10 mL of saturated sodium bicarbonate solution. The two layers were separated, and the aqueous layer was washed with 10 mL of dichloromethane. ... The product is ClC1=C(C=C(C=C1)C1=CC=NC=2N1N=CC2C#N)N(C(C)=O)C (N-{2-chloro-5-[3-cyano-pyrazolo[1,5-a]pyrimidin-7-yl]-phenyl}-N-methyl-acetamide). The yield is 77.1%. As a reaction SMILES: [NH2:1][C:2]1[NH:6][N:5]=[CH:4][C:3]=1[C:7]#[N:8].CN(C)[CH:11]=[CH:12][C:13]([C:15]1[CH:16]=[CH:17][C:18]([Cl:26])=[C:19]([N:21]([CH3:25])[C:22](=[O:24])[CH3:23])[CH:20]=1)=O.C(OCC)(=O)C>C(O)(=O)C>[Cl:26][C:18]1[CH:17]=[CH:16][C:15]([C:13]2[N:6]3[N:5]=[CH:4][C:3]([C:7]#[N:8])=[C:2]3[N:1]=[CH:11][CH:12]=2)=[CH:20][C:19]=1[N:21]([CH3:25])[C:22](=[O:24])[CH3:23]. The reactants are solution, C(C)(C)[Mg]Cl (isopropyl magnesium chloride), aqueous solution, [Na+].[Na+].[Na+].[Na+].C(CN(CC(=O)[O-])CC(=O)[O-])N(CC(=O)[O-])CC(=O)[O-] (ethylenediaminetetraacetic acid tetrasodium salt), CN1CCC=2C3=C(CCC12)C=CC=C3 (3-methyl-1,2,4,5-tetrahydro-3H-benz[e]indole), BrC(C)Cl (bromochloroethan), alkylhalide, Grignard reagent. Run in O1CCCC1 (THF), O1CCCC1 (tetrahydrofuran). Product: C1(CC1)CN1CCC=2C3=C(CCC12)C=CC(=C3)OC (3-Cyclopropylmethyl-8-methoxy-1,2,4,5-tetrahydro-3H-benz[e]indole). As a reaction SMILES: [CH3:1][N:2]1[C:10]2[CH2:9][CH2:8][C:7]3[CH:11]=[CH:12][CH:13]=[CH:14][C:6]=3[C:5]=2[CH2:4][CH2:3]1.[CH:15]([Mg]Cl)([CH3:17])[CH3:16].BrC(Cl)C.[Na+].[Na+].[Na+].[Na+].C(N(CC([O-])=O)CC([O-])=O)CN(CC([O-])=O)C[C:32]([O-])=[O:33]>O1CCCC1>[CH:15]1([CH2:1][N:2]2[C:10]3[CH2:9][CH2:8][C:7]4[CH:11]=[CH:12][C:13]([O:33][CH3:32])=[CH:14][C:6]=4[C:5]=3[CH2:4][CH2:3]2)[CH2:17][CH2:16]1 |f:3.4.5.6.7|. Reported procedure: This compound was prepared according to the procedure described by Evans, et al., J. Org. Chem. 35, 4122 (1970) for the synthesis of 3-methyl-1,2,4,5-tetrahydro-3H-benz[e]indole as follows. Into a dry, nitrogen filled, one liter 3-neck flask fitted with reflux condenser, serum cap, dropping funnel and magnetic stirrer, was added a solution of 38.55 g (167.9 mmol) XIIa in dry tetrahydrofuran (THF) (50 ml) which was placed under a slow stream of nitrogen. A 2.20 M solution of isopropyl magnesium c... Reactants: Cc1cc(C=O)cc(C)c1Br, OCCCO, Cc1ccccc1, Cc1ccc(S(=O)(=O)O)cc1. Yields the product Cc1cc(C2OCCCO2)cc(C)c1Br. As a reaction SMILES: [Br:1][c:2]1[c:3]([CH3:11])[cH:4][c:5]([CH:6]=[O:7])[cH:8][c:9]1[CH3:10].[CH2:23]([CH2:24][CH2:25][OH:26])[OH:27].[CH3:28][c:29]1[cH:30][cH:31][cH:32][cH:33][cH:34]1.[c:12]1([CH3:13])[cH:14][cH:15][c:16]([S:17]([OH:18])(=[O:19])=[O:20])[cH:21][cH:22]1>>[Br:1][c:2]1[c:3]([CH3:11])[cH:4][c:5]([CH:6]2[O:7][CH2:23][CH2:24][CH2:25][O:26]2)[cH:8][c:9]1[CH3:10].